From a dataset of the Open Reaction Database (ORD), a public repository of structured organic reaction records. describe an organic reaction: reactants, conditions, products, and yield Product: COC(=O)c1cccc(O)c1[N+](=O)[O-]. Starting materials: CO, O=C(O)c1cccc(O)c1[N+](=O)[O-]. As a reaction SMILES: [CH3:14][OH:15].[OH:1][c:2]1[c:3]([N+:11](=[O:12])[O-:13])[c:4]([C:5](=[O:6])[OH:7])[cH:8][cH:9][cH:10]1>>[OH:1][c:2]1[c:3]([N+:11](=[O:12])[O-:13])[c:4]([C:5](=[O:6])[O:7][CH3:14])[cH:8][cH:9][cH:10]1. Starting materials: FC=1C=C(OC2=C(C=C(C=C2)[N+](=O)[O-])C=2C3=C(C(N(C2)C)=O)NC=C3)C=CC1F (4-(2-(3,4-difluorophenoxy)-5-nitrophenyl)-6-methyl-1H-pyrrolo[2,3-c]pyridin-7(6H)-one), CN1C(C2=C(C(=C1)C1=C(C=CC(=C1)[N+](=O)[O-])OC1=CC=CC=C1)C=CN2)=O (6-methyl-4-(5-nitro-2-phenoxyphenyl)-1,6-dihydro-7H-pyrrolo[2,3-c]pyridin-7-one). Product: NC=1C=CC(=C(C1)C=1C2=C(C(N(C1)C)=O)NC=C2)OC2=CC(=C(C=C2)F)F (4-(5-amino-2-(3,4-difluorophenoxy)phenyl)-6-methyl-1H-pyrrolo[2,3-c]pyridin-7(6H)-one). RXN SMILES: [F:1][C:2]1[CH:3]=[C:4]([CH:26]=[CH:27][C:28]=1[F:29])[O:5][C:6]1[CH:11]=[CH:10][C:9]([N+:12]([O-])=O)=[CH:8][C:7]=1[C:15]1[C:16]2[CH:25]=[CH:24][NH:23][C:17]=2[C:18](=[O:22])[N:19]([CH3:21])[CH:20]=1.CN1C=C(C2C=C([N+]([O-])=O)C=CC=2OC2C=CC=CC=2)C2C=CNC=2C1=O>>[NH2:12][C:9]1[CH:10]=[CH:11][C:6]([O:5][C:4]2[CH:26]=[CH:27][C:28]([F:29])=[C:2]([F:1])[CH:3]=2)=[C:7]([C:15]2[C:16]3[CH:25]=[CH:24][NH:23][C:17]=3[C:18](=[O:22])[N:19]([CH3:21])[CH:20]=2)[CH:8]=1. Reported procedure: Example 48b was prepared according to the procedure used for the preparation of Example 3, substituting the product of Example 48a for the product of Example 2b, to provide the title compound.